This data is from the Open Reaction Database (ORD), a public repository of structured organic reaction records. The task is: describe an organic reaction: reactants, conditions, products, and yield The reactants are [C@@H]12[C@@H](CCCC1)C(=O)OC2=O (cis-1,2-cyclohexanedicarboxylic anhydride), (1,4,4-trimethyl-3,5-dioxyanyl)methane-1-ol. Reagents/catalysts: CN(C1=CC=NC=C1)C (4-(dimethylamino)pyridine). Run in O1CCCC1 (tetrahydrofuran). Product: C1(CCCCC1)C(=O)O (cyclohexanecarboxylic acid). As a reaction SMILES: [C@@H:1]12C(=O)[O:9][C:7](=[O:8])[C@@H:2]1[CH2:3][CH2:4][CH2:5][CH2:6]2>O1CCCC1.CN(C)C1C=CN=CC=1>[CH:2]1([C:7]([OH:9])=[O:8])[CH2:3][CH2:4][CH2:5][CH2:6][CH2:1]1. Procedure: In 90 ml tetrahydrofuran, 48.1 g of cis-1,2-cyclohexanedicarboxylic anhydride, 46.3 g of the (1,4,4-trimethyl-3,5-dioxyanyl)methane-1-ol prepared in Synthesis Example 1 and 1.8 g of 4-(dimethylamino)pyridine were dissolved, and the resulting mixture was refluxed for 6 hours under heating. After the elimination of the tetrahydrofuran by distillation, the mixture was subjected to silica gel column chromatography to yield 54.7 g of 2-((1,4,4-trimethyl-3,5-dioxanyl) methyl) oxycarbonyl) cyclohexanec... Reactants: COC1=CC=C(C2=C1OCCO2)C(=O)O (8-methoxy-1,4-benzodioxane-5-carboxylic acid), ClS(=O)(=O)O (chlorosulfonic acid). The product is COC1=C(C=C(C2=C1OCCO2)C(=O)O)S(=O)(=O)Cl (8-methoxy-7-chlorosulfonyl-1,4-benzodioxane-5-carboxylic acid). The yield is 98.0%. RXN SMILES: [CH3:1][O:2][C:3]1[C:8]2[O:9][CH2:10][CH2:11][O:12][C:7]=2[C:6]([C:13]([OH:15])=[O:14])=[CH:5][CH:4]=1.[Cl:16][S:17](O)(=[O:19])=[O:18]>>[CH3:1][O:2][C:3]1[C:8]2[O:9][CH2:10][CH2:11][O:12][C:7]=2[C:6]([C:13]([OH:15])=[O:14])=[CH:5][C:4]=1[S:17]([Cl:16])(=[O:19])=[O:18]. Procedure details: 1045 cm3 of chlorosulfonic acid were introduced into a balloon flask provided with an agitator, a thermometer and a condenser and then, in portions, 110 g of 8-methoxy-1,4-benzodioxane-5-carboxylic acid were added with the temperature being maintained at from 5°-10°C. The mixture was agitated at ambient temperature and then poured on ice. The precipitate was dried off, washed and dried. 159 g of 8-methoxy-7-chlorosulfonyl-1,4-benzodioxane-5-carboxylic acid were obtained. (yield: 98%). Starting materials: Br\C(\C=O)=C/N(C)C ((Z)-2-bromo-3-(dimethylamino)prop-2-enal), C([O-])([O-])=O.[K+].[K+] (potassium carbonate), Cl.OC(C(=N)N)(C)C (2-hydroxy-2-methyl-propanamidine hydrochloride). Solvent: C(C)O (ethanol). Reaction conditions: temperature 85 celsius. Yields the product BrC=1C=NC(=NC1)[C@H](C)O ((1S)-1-(5-bromopyrimidin-2-yl)ethanol). Isolated yield 16.0%. RXN SMILES: [Br:1]/[C:2](=[CH:5]\N(C)C)/[CH:3]=O.C(=O)([O-])[O-].[K+].[K+].Cl.[OH:16][C:17]([CH3:22])(C)[C:18]([NH2:20])=[NH:19]>C(O)C>[Br:1][C:2]1[CH:3]=[N:19][C:18]([C@@H:17]([OH:16])[CH3:22])=[N:20][CH:5]=1 |f:1.2.3,4.5|. Reported procedure: (Z)-2-bromo-3-(dimethylamino)prop-2-enal (11.5 g), potassium carbonate (13.4 g), ethanol (200 mL) and 2-hydroxy-2-methyl-propanamidine hydrochloride (12.1 g) were placed in a flask and the mixture heated at 85° C. overnight. The reaction mixture was cooled and the mixture filtered, washed with ethanol and the combined filtrates concentrated in vacuo with silica gel. This residue was purified by chromatography on silica, eluting with 0-50% ethyl acetate in heptane to give (1S)-1-(5-bromopyrimidin... Starting materials: FC1=CC=CC=2NC(=NC21)S(=O)CC2=NC=CC(=C2)OC (4-Fluoro-2-[[(4-methoxy-2-pyridinyl)methyl]sulfinyl]-1H-benzimidazole), CO (Methanol), C=O (formaldehyde). Solvent: C(Cl)Cl (methylene chloride). Reaction conditions: time 4 minute. The product is OCN1C(=NC2=C1C=CC=C2F)S(=O)CC2=NC=CC(=C2)OC (1-hydroxymethyl-4-fluoro-2-[[(4-methoxy-2-pyridinyl)methyl]sulfinyl]-1H-benzimidazole). As a reaction SMILES: [F:1][C:2]1[C:10]2[N:9]=[C:8]([S:11]([CH2:13][C:14]3[CH:19]=[C:18]([O:20][CH3:21])[CH:17]=[CH:16][N:15]=3)=[O:12])[NH:7][C:6]=2[CH:5]=[CH:4][CH:3]=1.[CH3:22][OH:23].C=O>C(Cl)Cl>[OH:23][CH2:22][N:7]1[C:6]2[CH:5]=[CH:4][CH:3]=[C:2]([F:1])[C:10]=2[N:9]=[C:8]1[S:11]([CH2:13][C:14]1[CH:19]=[C:18]([O:20][CH3:21])[CH:17]=[CH:16][N:15]=1)=[O:12]. Procedure: 4-Fluoro-2-[[(4-methoxy-2-pyridinyl)methyl]sulfinyl]-1H-benzimidazole (1.6 g, 5.2 mmol) was suspended in methylene chloride (50 ml). Methanol was added until a clear solution was obtained. The mixture was concentrated on a rotavapor under reduced pressure. The oily residue, which was not allowed to crystallize, was dissolved in methylene chloride (30 ml). A solution of formaldehyde (5 M, 10 ml, 50 mmol) was added and the mixture was stirred violently for four minutes. After separation the organi... Reactants: C(C1=CC=CC=C1)OC=1C=CC(=C(C1)C)Br (5-benzyloxy-2-bromotoluene), [Cl-].C(C)(C)(C)OC(C[Zn+])=O (2-tert-butoxy-2-oxoethylzinc chloride), CC(C)C1=CC(=C(C(=C1)C(C)C)C2=C(C=CC=C2)P(C3CCCCC3)C4CCCCC4)C(C)C (X-PHOS). The reagents and catalysts are C=1C=CC(=CC1)/C=C/C(=O)/C=C/C2=CC=CC=C2.C=1C=CC(=CC1)/C=C/C(=O)/C=C/C2=CC=CC=C2.C=1C=CC(=CC1)/C=C/C(=O)/C=C/C2=CC=CC=C2.[Pd].[Pd] (Pd2(dba)3). Solvent: C(C)(=O)OCC (ethyl acetate), C1CCOC1 (THF). Run at temperature 60 celsius. Yields the product C(C1=CC=CC=C1)OC1=CC(=C(C=C1)CC(=O)OC(C)(C)C)C (tert-butyl [4-(benzyloxy)-2-methylphenyl]acetate). Reaction SMILES: [CH2:1]([O:8][C:9]1[CH:10]=[CH:11][C:12](Br)=[C:13]([CH3:15])[CH:14]=1)[C:2]1[CH:7]=[CH:6][CH:5]=[CH:4][CH:3]=1.[Cl-].[C:18]([O:22][C:23](=[O:26])[CH2:24][Zn+])([CH3:21])([CH3:20])[CH3:19].CC(C1C=C(C(C)C)C(C2C=CC=CC=2P(C2CCCCC2)C2CCCCC2)=C(C(C)C)C=1)C>C1COCC1.C(OCC)(=O)C.C1C=CC(/C=C/C(/C=C/C2C=CC=CC=2)=O)=CC=1.C1C=CC(/C=C/C(/C=C/C2C=CC=CC=2)=O)=CC=1.C1C=CC(/C=C/C(/C=C/C2C=CC=CC=2)=O)=CC=1.[Pd].[Pd]>[CH2:1]([O:8][C:9]1[CH:10]=[CH:11][C:12]([CH2:24][C:23]([O:22][C:18]([CH3:21])([CH3:20])[CH3:19])=[O:26])=[C:13]([CH3:15])[CH:14]=1)[C:2]1[CH:7]=[CH:6][CH:5]=[CH:4][CH:3]=1 |f:1.2,6.7.8.9.10|. Procedure: To a solution of 5-benzyloxy-2-bromotoluene (1 g, 3.61 mmol) in THF (10 ml) was added 2-tert-butoxy-2-oxoethylzinc chloride (18.04 ml, 9.02 mmol). Nitrogen gas bubbled through the mixture for 10 min. then Pd2(dba)3 (0.165 g, 0.180 mmol) and X-PHOS (0.172 g, 0.361 mmol) were added and the resulting mixture heated at 60° C. for 50 min. The mixture was cooled, diluted with ethyl acetate (20 mL), washed with aqueous ammonium chloride (saturated, 1×15 mL), dried over MgSO4, filtered and the solvent e... Starting materials: C(CCC)N1CCCC2=CC=C(C=C12)C(=O)OC (methyl 1-butyl-1,2,3,4-tetrahydroquinoline-7-carboxylate), [OH-].[K+] (potassium hydroxide), solution. Solvent: CO (methanol), O (water). Conditions: time 48 hour. The product is C(CCC)N1CCCC2=CC=C(C=C12)C(=O)O (1-butyl-1,2,3,4-tetrahydroquinoline-7-carboxylic acid). Isolated yield 94.6%. As a reaction SMILES: [CH2:1]([N:5]1[C:14]2[C:9](=[CH:10][CH:11]=[C:12]([C:15]([O:17]C)=[O:16])[CH:13]=2)[CH2:8][CH2:7][CH2:6]1)[CH2:2][CH2:3][CH3:4].[OH-].[K+]>CO.O>[CH2:1]([N:5]1[C:14]2[C:9](=[CH:10][CH:11]=[C:12]([C:15]([OH:17])=[O:16])[CH:13]=2)[CH2:8][CH2:7][CH2:6]1)[CH2:2][CH2:3][CH3:4] |f:1.2|. Reported procedure: To a stirred solution of methyl 1-butyl-1,2,3,4-tetrahydroquinoline-7-carboxylate (156 mg, 0.63 mmol) in methanol (1.3 mL) was added potassium hydroxide (6.3 mL of a 1 M solution in water, 6.3 mmol). The reaction mixture was stirred at room temperature for 48 h and concentrated under reduced pressure. The residue was diluted with water and washed with ethyl acetate. The aqueous layer was acidified to pH 4 with 1 N hydrochloric acid and extracted with chloroform (4×100 mL). The combined organic e...